This data is from the Open Reaction Database (ORD), a public repository of structured organic reaction records. The task is: describe an organic reaction: reactants, conditions, products, and yield Starting materials: C1(=CC=CC=C1)O (Phenol), ClC1=NC(=CC(=C1[N+](=O)[O-])NCCCCNC(OC(C)(C)C)=O)C (tert-butyl 4-[(2-chloro-6-methyl-3-nitropyridin-4-yl)amino]butylcarbamate), [H-].[Na+] (sodium hydride). Run in O1CCCC1 (tetrahydrofuran), O1CCCC1 (tetrahydrofuran). Run at temperature 0 celsius, time 30 minute. Yields the product CC1=CC(=C(C(=N1)OC1=CC=CC=C1)[N+](=O)[O-])NCCCCNC(OC(C)(C)C)=O (tert-butyl 4-[(6-methyl-3-nitro-2-phenoxypyridin-4-yl)amino]butylcarbamate). Yield: 64.5%. Reaction SMILES: [C:1]1([OH:7])[CH:6]=[CH:5][CH:4]=[CH:3][CH:2]=1.[H-].[Na+].Cl[C:11]1[C:16]([N+:17]([O-:19])=[O:18])=[C:15]([NH:20][CH2:21][CH2:22][CH2:23][CH2:24][NH:25][C:26](=[O:32])[O:27][C:28]([CH3:31])([CH3:30])[CH3:29])[CH:14]=[C:13]([CH3:33])[N:12]=1>O1CCCC1>[CH3:33][C:13]1[N:12]=[C:11]([O:7][C:1]2[CH:6]=[CH:5][CH:4]=[CH:3][CH:2]=2)[C:16]([N+:17]([O-:19])=[O:18])=[C:15]([NH:20][CH2:21][CH2:22][CH2:23][CH2:24][NH:25][C:26](=[O:32])[O:27][C:28]([CH3:30])([CH3:29])[CH3:31])[CH:14]=1 |f:1.2|. Reported procedure: Phenol (9.45 g, 100 mmol) was added over a period of 10 minutes to a chilled (0° C.) suspension of sodium hydride (4.24 g of 60%, 106 mmol) in anhydrous tetrahydrofuran (100 mL). The reaction mixture was allowed to stir at 0° C. for 30 minutes. A solution of tert-butyl 4-[(2-chloro-6-methyl-3-nitropyridin-4-yl)amino]butylcarbamate (33.92 g, 94.5 mmol) in anhydrous tetrahydrofuran (250 mL) was added over a period of 50 minutes while maintaining the reaction mixture at 0° C. The reaction mixture w... Starting materials: C(C)(C)(C)OC(=O)NC(COC([C@@H](NC(=O)OCC1=CC=CC=C1)C(C)C)=O)(C)C (2-(N-(tert-butyloxycarbonyl)-amino)-2-methyl-1-(N-benzyloxycarbonyl-L-valyloxy)-propane), FC(C(=O)O)(F)F (trifluoroacetic acid). Run in ClCCl (dichloromethane). Reaction conditions: time 1 hour. Yields the product NC(COC([C@@H](NC(=O)OCC1=CC=CC=C1)C(C)C)=O)(C)C (2-amino-2-methyl-1-(N-benzyloxycarbonyl-L-valyloxy)-propane). RXN SMILES: C(OC([NH:8][C:9]([CH3:30])([CH3:29])[CH2:10][O:11][C:12](=[O:28])[C@H:13]([CH:25]([CH3:27])[CH3:26])[NH:14][C:15]([O:17][CH2:18][C:19]1[CH:24]=[CH:23][CH:22]=[CH:21][CH:20]=1)=[O:16])=O)(C)(C)C.FC(F)(F)C(O)=O>ClCCl>[NH2:8][C:9]([CH3:30])([CH3:29])[CH2:10][O:11][C:12](=[O:28])[C@H:13]([CH:25]([CH3:26])[CH3:27])[NH:14][C:15]([O:17][CH2:18][C:19]1[CH:24]=[CH:23][CH:22]=[CH:21][CH:20]=1)=[O:16]. Procedure: To a solution of 2-(N-(tert-butyloxycarbonyl)-amino)-2-methyl-1-(N-benzyloxycarbonyl-L-valyloxy)-propane (10 g, 23 mmole) in dichloromethane (150 ml) was added trifluoroacetic acid (30 ml) and the mixture was stirred for 1 hour at room temperature. The solution was evaporated under reduced pressure and 10% sodium carbonate solution was added. The product was extracted four times with dichloromethane, dried with sodium sulfate and evaporated under reduced pressure. The product was isolated by sil...